Dataset: the Open Reaction Database (ORD), a public repository of structured organic reaction records. Task: describe an organic reaction: reactants, conditions, products, and yield Starting materials: N1C=C(C2=CC=CC=C12)[C@@H]1CC[C@H](CC1)CCN1CCN(CC1)C1=NC=CC=C1 (trans 1-(2-{4-[1H-3-indolyl]cyclohexyl}ethyl)-4-(2-pyridinyl)piperazine), [H-].[K+] (potassium hydride), CI (methyl iodide). Solvent: O1CCCC1 (tetrahydrofuran), O1CCCC1 (tetrahydrofuran). Conditions: temperature 0 celsius. The product is CN1C=C(C2=CC=CC=C12)[C@@H]1CC[C@H](CC1)CCN1CCN(CC1)C1=NC=CC=C1 (Trans 1-methyl-3-[4-[2-[4-(2-pyridinyl)-1-piperazinyl]ethyl]cyclohexyl]-1H-indol). Reaction SMILES: [H-].[K+].[NH:3]1[C:11]2[C:6](=[CH:7][CH:8]=[CH:9][CH:10]=2)[C:5]([C@H:12]2[CH2:17][CH2:16][C@H:15]([CH2:18][CH2:19][N:20]3[CH2:25][CH2:24][N:23]([C:26]4[CH:31]=[CH:30][CH:29]=[CH:28][N:27]=4)[CH2:22][CH2:21]3)[CH2:14][CH2:13]2)=[CH:4]1.[CH3:32]I>O1CCCC1>[CH3:32][N:3]1[C:11]2[C:6](=[CH:7][CH:8]=[CH:9][CH:10]=2)[C:5]([C@H:12]2[CH2:17][CH2:16][C@H:15]([CH2:18][CH2:19][N:20]3[CH2:25][CH2:24][N:23]([C:26]4[CH:31]=[CH:30][CH:29]=[CH:28][N:27]=4)[CH2:22][CH2:21]3)[CH2:14][CH2:13]2)=[CH:4]1 |f:0.1|. Procedure details: A mixture of potassium hydride (0.24 g, 6 mmol) in tetrahydrofuran is cooled to 0° C. and a solution of trans 1-(2-{4-[1H-3-indolyl]cyclohexyl}ethyl)-4-(2-pyridinyl)piperazine (Example 1) (2.0 g, 5.14 mmol) in 20 mL of tetrahydrofuran is added. After 20 minutes 3 mL of methyl iodide is added and the reaction is warmed to room temperature overnight. The reaction is quenched with ammonium chloride and the tetrahydrofuran is removed under reduced pressure. The residue is partitioned between chlorof... The reactants are CC(C)(C)N1C=NC=2C=3N(C4=CC=CC=C4C21)N=NN3 (6-(1,1-dimethylethyl)-6H-imidazo[4,5-c]tetrazolo[1,5-a]quinoline), Cl (hydrochloric acid), [OH-].[Na+] (sodium hydroxide). Run in O (water). Yields the product N1=NN=C2N1C1=CC=CC=C1C1=C2N=CN1 (6H-Imidazo[4,5-c]tetrazolo[1,5-a]quinoline). The yield is 81.4%. As a reaction SMILES: CC([N:5]1[C:17]2[C:16]3[C:11](=[CH:12][CH:13]=[CH:14][CH:15]=3)[N:10]3[N:18]=[N:19][N:20]=[C:9]3[C:8]=2[N:7]=[CH:6]1)(C)C.Cl.[OH-].[Na+]>O>[N:18]1[N:10]2[C:11]3[C:16]([C:17]4[NH:5][CH:6]=[N:7][C:8]=4[C:9]2=[N:20][N:19]=1)=[CH:15][CH:14]=[CH:13][CH:12]=3 |f:2.3|. Procedure: 6-(1,1-Dimethylethyl)-6H-imidazo[4,5-c]tetrazolo[1,5-a]quinoline (1 g, 3.8 mmole, Example 20) was added to hydrochloric acid (5 mL of 6N); water (20 mL) was added and the mixture was heated on a steam bath for 1 hour. The reaction mixture was allowed to cool to ambient temperature then made basic (pH 11) by the addition of sodium hydroxide solution. The resulting precipitate was isolated by filtration, dried then recrystallized from N,N-dimethylformamide to provide 0.65 g of the desired product ... Starting materials: Clc1cc(Cl)ncn1, OB(O)c1ccc(C(F)(F)F)c(Cl)c1, [K+], [K+], [K+], O, O=P([O-])([O-])[O-], c1ccc(P(c2ccccc2)c2ccccc2)cc1. Yields the product FC(F)(F)c1ccc(-c2cc(Cl)ncn2)cc1Cl. As a reaction SMILES: [Cl:1][c:2]1[n:3][cH:4][n:5][c:6]([Cl:8])[cH:7]1.[Cl:28][c:29]1[cH:30][c:31]([B:39]([OH:40])[OH:41])[cH:32][cH:33][c:34]1[C:35]([F:36])([F:37])[F:38].[K+:47].[K+:48].[K+:49].[OH2:50].[P:42]([O-:43])([O-:44])([O-:45])=[O:46].[c:9]1([P:10]([c:11]2[cH:12][cH:13][cH:14][cH:15][cH:16]2)[c:17]2[cH:18][cH:19][cH:20][cH:21][cH:22]2)[cH:23][cH:24][cH:25][cH:26][cH:27]1>>[c:2]1(-[c:31]2[cH:30][c:29]([Cl:28])[c:34]([C:35]([F:36])([F:37])[F:38])[cH:33][cH:32]2)[n:3][cH:4][n:5][c:6]([Cl:8])[cH:7]1. Reactants: aqueous solution, [OH-].[Na+] (NaOH), ClC=1C=C(C=CC1Cl)C1=C(C=C(C=C1)NCC1=C(C=C(C=C1)F)C=1C=CC(=NC1)C(=O)NCCC(=O)OCC)F (ethyl 3-(5-(2-(((3′,4′-dichloro-2-fluoro-[1,1′-biphenyl]-4-yl)amino)methyl)-5-fluorophenyl)picolinamido)propanoate). Solvent: C1CCOC1 (THF). Yields the product ClC=1C=C(C=CC1Cl)C1=C(C=C(C=C1)NCC1=C(C=C(C=C1)F)C=1C=CC(=NC1)C(=O)NCCC(=O)O)F (3-(5-(2-(((3′,4′-dichloro-2-fluoro-[1,1′-biphenyl]-4-yl)amino)methyl)-5-fluorophenyl)picolinamido)propanoic acid). Reaction SMILES: [OH-].[Na+].[Cl:3][C:4]1[CH:5]=[C:6]([C:11]2[CH:16]=[CH:15][C:14]([NH:17][CH2:18][C:19]3[CH:24]=[CH:23][C:22]([F:25])=[CH:21][C:20]=3[C:26]3[CH:27]=[CH:28][C:29]([C:32]([NH:34][CH2:35][CH2:36][C:37]([O:39]CC)=[O:38])=[O:33])=[N:30][CH:31]=3)=[CH:13][C:12]=2[F:42])[CH:7]=[CH:8][C:9]=1[Cl:10]>C1COCC1>[Cl:3][C:4]1[CH:5]=[C:6]([C:11]2[CH:16]=[CH:15][C:14]([NH:17][CH2:18][C:19]3[CH:24]=[CH:23][C:22]([F:25])=[CH:21][C:20]=3[C:26]3[CH:27]=[CH:28][C:29]([C:32]([NH:34][CH2:35][CH2:36][C:37]([OH:39])=[O:38])=[O:33])=[N:30][CH:31]=3)=[CH:13][C:12]=2[F:42])[CH:7]=[CH:8][C:9]=1[Cl:10] |f:0.1|. Procedure details: A 3M aqueous solution of NaOH (0.10 mL, 0.31 mmol) was added to a THF solution (3 mL) of ethyl 3-(5-(2-(((3′,4′-dichloro-2-fluoro-[1,1′-biphenyl]-4-yl)amino)methyl)-5-fluorophenyl)picolinamido)propanoate (60 mg, 0.10 mmol) and the resulting mixture was stirred at room temperature. After 16 h the resulting mixture was concentrated in vacuo, suspended in water, and acidified with 2 M HCl. The resulting precipitate was filtered off and dried in vacuo to yield the title compound. The reactants are ClCCl (dichloromethane), ClC(COC(NC=1N(N=C(C1)C1(CC1)C)C1=CC=C(C=C1)C)=O)(Cl)Cl ([5-(1-methyl-cyclopropyl)-2-p-tolyl-2H-pyrazol-3-yl]-carbamic acid 2,2,2-trichloro-ethyl ester), C(C)(C)(C)OC(=O)N1CCC(CC1)OC1=NC=C(C2=CC=CC=C12)N (4-(4-amino-isoquinolin-1-yloxy)-piperidine-1-carboxylic acid tert-butyl ester), C(C)(C)N(CC)C(C)C (diisopropylethyl amine). The solvent is O (water), CS(=O)C (DMSO). Conditions: temperature 80 celsius, time 20 hour. Yields the product C(C)(C)(C)OC(=O)N1CCC(CC1)OC1=NC=C(C2=CC=CC=C12)NC(=O)NC=1N(N=C(C1)C1(CC1)C)C1=CC=C(C=C1)C (4-(4-{3-[5-(1-methyl-cyclopropyl)-2-p-tolyl-2H-pyrazol-3-yl]-ureido}-isoquinolin-1-yloxy)-piperidine-1-carboxylic acid tert-butyl ester). Isolated yield 59.1%. Reaction SMILES: ClC(Cl)(Cl)C[O:4][C:5](=O)[NH:6][C:7]1[N:8]([C:16]2[CH:21]=[CH:20][C:19]([CH3:22])=[CH:18][CH:17]=2)[N:9]=[C:10]([C:12]2([CH3:15])[CH2:14][CH2:13]2)[CH:11]=1.[C:26]([O:30][C:31]([N:33]1[CH2:38][CH2:37][CH:36]([O:39][C:40]2[C:49]3[C:44](=[CH:45][CH:46]=[CH:47][CH:48]=3)[C:43]([NH2:50])=[CH:42][N:41]=2)[CH2:35][CH2:34]1)=[O:32])([CH3:29])([CH3:28])[CH3:27].C(N(C(C)C)CC)(C)C.ClCCl>CS(C)=O.O>[C:26]([O:30][C:31]([N:33]1[CH2:34][CH2:35][CH:36]([O:39][C:40]2[C:49]3[C:44](=[CH:45][CH:46]=[CH:47][CH:48]=3)[C:43]([NH:50][C:5]([NH:6][C:7]3[N:8]([C:16]4[CH:17]=[CH:18][C:19]([CH3:22])=[CH:20][CH:21]=4)[N:9]=[C:10]([C:12]4([CH3:15])[CH2:13][CH2:14]4)[CH:11]=3)=[O:4])=[CH:42][N:41]=2)[CH2:37][CH2:38]1)=[O:32])([CH3:29])([CH3:27])[CH3:28]. Reported procedure: Dissolve [5-(1-methyl-cyclopropyl)-2-p-tolyl-2H-pyrazol-3-yl]-carbamic acid 2,2,2-trichloro-ethyl ester (Preparation 18, 3.20 g, 7.94 mmol and 2.0 equiv) and 4-(4-amino-isoquinolin-1-yloxy)-piperidine-1-carboxylic acid tert-butyl ester (Preparation 22, 1.37 g, 3.97 mmol, 1.0 equiv) in 7 mL of anhydrous DMSO, add diisopropylethyl amine (DIPEA, 1.36 mL, 7.94 mmol, 2.0 equiv) and heat in a sealed tube with stirring for 20 hours at 80° C. Pour the solution in a 1:1 v/v mixture of dichloromethane and...